From a dataset of the Open Reaction Database (ORD), a public repository of structured organic reaction records. describe an organic reaction: reactants, conditions, products, and yield The reactants are COC(=O)C1=CC=C(C(=O)Cl)C=C1 (4-methoxycarbonylbenzoyl chloride), C(CCCCC)OC1=CC=C(C=C1)CCC(=O)NN (3-(4-n-hexyloxyphenyl)propiono-hydrazide), ice water. Run in O1CCCC1 (tetrahydrofuran), O1CCCC1 (tetrahydrofuran), N1=CC=CC=C1 (pyridine). Conditions: time 1 hour. The product is C(CCCCC)OC1=CC=C(C=C1)CCC(=O)NNC(C1=CC=C(C=C1)C(=O)OC)=O (1-[3-(4-n-hexyloxyphenyl)propanoyl]-2-(4-methoxycarbonylbenzoyl)hydrazine). The yield is 96.3%. Reaction SMILES: [CH2:1]([O:7][C:8]1[CH:13]=[CH:12][C:11]([CH2:14][CH2:15][C:16]([NH:18][NH2:19])=[O:17])=[CH:10][CH:9]=1)[CH2:2][CH2:3][CH2:4][CH2:5][CH3:6].[CH3:20][O:21][C:22]([C:24]1[CH:32]=[CH:31][C:27]([C:28](Cl)=[O:29])=[CH:26][CH:25]=1)=[O:23]>O1CCCC1.N1C=CC=CC=1>[CH2:1]([O:7][C:8]1[CH:9]=[CH:10][C:11]([CH2:14][CH2:15][C:16]([NH:18][NH:19][C:28](=[O:29])[C:27]2[CH:26]=[CH:25][C:24]([C:22]([O:21][CH3:20])=[O:23])=[CH:32][CH:31]=2)=[O:17])=[CH:12][CH:13]=1)[CH2:2][CH2:3][CH2:4][CH2:5][CH3:6]. Procedure details: To a suspension of 3-(4-n-hexyloxyphenyl)propiono-hydrazide (0.92 g) in tetrahydrofuran (25 ml) and pyridine (0.84 ml) was added a solution of 4-methoxycarbonylbenzoyl chloride (0.73 g) in tetrahydrofuran (10 ml) dropwise at 5° C. The reaction mixture was stirred for 1 hour and poured into ice-water. The precipitate was collected by filtration, washed with water and dried under reduced pressure to give 1-[3-(4-n-hexyloxyphenyl)propanoyl]-2-(4-methoxycarbonylbenzoyl)hydrazine (1.43 g). The reactants are N#Cc1cc2c(cc1O)CCCC2, CC#N, O=S(=O)(Cl)Cl. The product is N#Cc1c(O)cc2c(c1Cl)CCCC2. As a reaction SMILES: [C:1](#[N:2])[c:3]1[c:4]([OH:13])[cH:5][c:6]2[c:11]([cH:12]1)[CH2:10][CH2:9][CH2:8][CH2:7]2.[CH3:19][C:20]#[N:21].[S:14]([Cl:15])(=[O:16])([Cl:17])=[O:18]>>[C:1](#[N:2])[c:3]1[c:4]([OH:13])[cH:5][c:6]2[c:11]([c:12]1[Cl:17])[CH2:10][CH2:9][CH2:8][CH2:7]2. The reactants are [Al+3], C1CCOC1, CN(C)CCN1C(=O)CCc2ccccc21, [H-], [H-], [H-], [H-], [Li+]. Reaction SMILES: [Al+3:2].[CH2:23]1[O:24][CH2:25][CH2:26][CH2:27]1.[CH3:7][N:8]([CH2:9][CH2:10][N:11]1[C:12](=[O:21])[CH2:13][CH2:14][c:15]2[cH:16][cH:17][cH:18][cH:19][c:20]21)[CH3:22].[H-:1].[H-:4].[H-:5].[H-:6].[Li+:3]>>[CH3:7][N:8]([CH2:9][CH2:10][N:11]1[CH2:12][CH2:13][CH2:14][c:15]2[cH:16][cH:17][cH:18][cH:19][c:20]21)[CH3:22]. The product is CN(C)CCN1CCCc2ccccc21. Reactants: C(C)(=O)OCC=1CS[C@H]2N(C1C(=O)[O-])C(C2(NC(C(C=2SC=CC2)=NOC(C2=CC=CC=C2)(C2=CC=CC=C2)C2=CC=CC=C2)=O)OC)=O (3-acetoxymethyl-7-methoxy-7[2-triphenylmethoxyimino-2-(thien-2-yl)-acetamido]-ceph-3-em-4-carboxylate), C1(=CC=CC=C1)OC (anisole), FC(C(=O)O)(F)F (trifluoroacetic acid). Run in C([O-])(O)=O.[Na+] (sodium bicarbonate). Conditions: time 10 minute. Product: C(C)(=O)OCC=1CS[C@H]2N(C1C(=O)O)C([C@@]2(OC)NC(C(C=2SC=CC2)=NO)=O)=O ((6R,7S)-3-Acetoxymethyl-7-[2-hydroxyimino-2-(thien-2-yl)-acetamido]-7-methoxyceph-3-em-4-carboxylic Acid). As a reaction SMILES: [C:1]([O:4][CH2:5][C:6]1[CH2:7][S:8][C@@H:9]2[C:16]([O:47][CH3:48])([NH:17][C:18](=[O:46])[C:19](=[N:25][O:26]C(C3C=CC=CC=3)(C3C=CC=CC=3)C3C=CC=CC=3)[C:20]3[S:21][CH:22]=[CH:23][CH:24]=3)[C:15](=[O:49])[N:10]2[C:11]=1[C:12]([O-:14])=[O:13])(=[O:3])[CH3:2].C1(OC)C=CC=CC=1.FC(F)(F)C(O)=O>C(=O)(O)[O-].[Na+]>[C:1]([O:4][CH2:5][C:6]1[CH2:7][S:8][C@@H:9]2[C@@:16]([NH:17][C:18](=[O:46])[C:19](=[N:25][OH:26])[C:20]3[S:21][CH:22]=[CH:23][CH:24]=3)([O:47][CH3:48])[C:15](=[O:49])[N:10]2[C:11]=1[C:12]([OH:14])=[O:13])(=[O:3])[CH3:2] |f:3.4|. Procedure details: t-Butyl (6R,7R and S [ca 1:8])-3-acetoxymethyl-7-methoxy-7[2-triphenylmethoxyimino-2-(thien-2-yl)-acetamido]-ceph-3-em-4-carboxylate (1.172 g, 1.56 mmole) was stirred with anisole (1.5 ml) and trifluoroacetic acid (5 ml) for 1 hour at +20°. The solution was added dropwise to vigorously stirred saturated aqueous sodium bicarbonate solution (400 ml); the mixture was stirred for 10 minutes and then washed with ethyl acetate (3×80 ml). The aqueous layer was covered with ethyl acetate (80 ml) and adj... Reactants: CCO, Cl, CC1=NNC(=O)N(N)C1, O=Cc1cccnc1. Yields the product CC1=NNC(=O)N(N=Cc2cccnc2)C1. Reaction SMILES: [CH3:19][CH2:20][OH:21].[ClH:9].[O:10]=[C:11]1[NH:12][N:13]=[C:14]([CH3:18])[CH2:15][N:16]1[NH2:17].[n:1]1[cH:2][c:3]([CH:7]=[O:8])[cH:4][cH:5][cH:6]1>>[n:1]1[cH:2][c:3]([CH:7]=[N:17][N:16]2[C:11](=[O:10])[NH:12][N:13]=[C:14]([CH3:18])[CH2:15]2)[cH:4][cH:5][cH:6]1. Starting materials: O=C([O-])[O-], COC(=O)c1cc2ccc(O)cc2[nH]1, CC#N, Clc1nc2ncccc2s1, Cl, [Cs+], [Cs+], CN(C)C=O. Product: COC(=O)c1cc2ccc(Oc3nc4ncccc4s3)cc2[nH]1. RXN SMILES: [C:26](=[O:27])([O-:28])[O-:29].[CH3:1][O:2][C:3](=[O:4])[c:5]1[nH:6][c:7]2[cH:8][c:9]([OH:14])[cH:10][cH:11][c:12]2[cH:13]1.[CH3:32][C:33]#[N:34].[Cl:16][c:17]1[s:18][c:19]2[c:20]([n:21][cH:22][cH:23][cH:24]2)[n:25]1.[ClH:15].[Cs+:30].[Cs+:31].[O:35]=[CH:36][N:37]([CH3:38])[CH3:39]>>[CH3:1][O:2][C:3](=[O:4])[c:5]1[nH:6][c:7]2[cH:8][c:9]([O:14][c:17]3[s:18][c:19]4[c:20]([n:21][cH:22][cH:23][cH:24]4)[n:25]3)[cH:10][cH:11][c:12]2[cH:13]1.